From a dataset of the Open Reaction Database (ORD), a public repository of structured organic reaction records. describe an organic reaction: reactants, conditions, products, and yield Starting materials: O=C([O-])[O-], CCCCOCCOc1ccc(-c2ccc3c(c2)C=C(C(=O)Nc2ccc(O)cc2)CCN3CC(C)C)cc1, CN(C)C=O, CCCn1cnnc1CCl, Cl, [K+], [K+], O. The product is CCCCOCCOc1ccc(-c2ccc3c(c2)C=C(C(=O)Nc2ccc(OCc4nncn4CCC)cc2)CCN3CC(C)C)cc1. As a reaction SMILES: [C:51](=[O:52])([O-:53])[O-:54].[CH2:1]([CH2:2][CH2:3][CH3:4])[O:5][CH2:6][CH2:7][O:8][c:9]1[cH:10][cH:11][c:12](-[c:15]2[cH:16][cH:17][c:18]3[c:19]([cH:39]2)[CH:20]=[C:21]([C:29](=[O:30])[NH:31][c:32]2[cH:33][cH:34][c:35]([OH:38])[cH:36][cH:37]2)[CH2:22][CH2:23][N:24]3[CH2:25][CH:26]([CH3:27])[CH3:28])[cH:13][cH:14]1.[CH3:57][N:58]([CH3:59])[CH:60]=[O:61].[Cl:41][CH2:42][c:43]1[n:44][n:45][cH:46][n:47]1[CH2:48][CH2:49][CH3:50].[ClH:40].[K+:55].[K+:56].[OH2:62]>>[CH2:1]([CH2:2][CH2:3][CH3:4])[O:5][CH2:6][CH2:7][O:8][c:9]1[cH:10][cH:11][c:12](-[c:15]2[cH:16][cH:17][c:18]3[c:19]([cH:39]2)[CH:20]=[C:21]([C:29](=[O:30])[NH:31][c:32]2[cH:33][cH:34][c:35]([O:38][CH2:42][c:43]4[n:44][n:45][cH:46][n:47]4[CH2:48][CH2:49][CH3:50])[cH:36][cH:37]2)[CH2:22][CH2:23][N:24]3[CH2:25][CH:26]([CH3:27])[CH3:28])[cH:13][cH:14]1. Yields the product Cc1ccc2c(c1)C(=O)C(=O)N2Cc1ccccc1. The reactants are BrCc1ccccc1, Cc1ccc2c(c1)C(=O)C(=O)N2, [K+], [K+], O=C([O-])[O-], CN(C)C=O, O. Reaction SMILES: [CH2:19]([c:20]1[cH:21][cH:22][cH:23][cH:24][cH:25]1)[Br:26].[CH3:1][c:2]1[cH:3][c:4]2[c:8]([cH:9][cH:10]1)[NH:7][C:6](=[O:11])[C:5]2=[O:12].[K+:13].[K+:14].[O-:15][C:16]([O-:17])=[O:18].[O:28]=[CH:29][N:30]([CH3:31])[CH3:32].[OH2:27]>>[CH3:1][c:2]1[cH:3][c:4]2[c:8]([cH:9][cH:10]1)[N:7]([CH2:19][c:20]1[cH:21][cH:22][cH:23][cH:24][cH:25]1)[C:6](=[O:11])[C:5]2=[O:12]. The reactants are Cl.C(C)(C)C=1C=C(C=CC1)[C@H](C)N ((S)-1-(3-isopropylphenyl)ethanamine hydrochloride), FC1=C(C=C(CN2C(=C(C3=CC(=CC=C23)C(=O)O)C)C)C=C1)O[C@H](C(=O)OC)C ((S)-1-(4-fluoro-3-((1-methoxy-1-oxopropan-2-yl)oxy)benzyl)-2,3-dimethyl-1H-indole-5-carboxylic acid), ester. The product is FC1=C(O[C@H](C(=O)O)C)C=C(C=C1)CN1C(=C(C2=CC(=CC=C12)C(N[C@@H](C)C1=CC(=CC=C1)C(C)C)=O)C)C ((S)-2-(2-fluoro-5-((5-(((S)-1-(3-isopropylphenyl)ethyl)carbamoyl)-2,3-dimethyl-1H-indol-1-yl)methyl)phenoxy)propanoic acid). RXN SMILES: Cl.[CH:2]([C:5]1[CH:6]=[C:7]([C@@H:11]([NH2:13])[CH3:12])[CH:8]=[CH:9][CH:10]=1)([CH3:4])[CH3:3].[F:14][C:15]1[CH:35]=[CH:34][C:18]([CH2:19][N:20]2[C:28]3[C:23](=[CH:24][C:25]([C:29](O)=[O:30])=[CH:26][CH:27]=3)[C:22]([CH3:32])=[C:21]2[CH3:33])=[CH:17][C:16]=1[O:36][C@@H:37]([CH3:42])[C:38]([O:40]C)=[O:39]>>[F:14][C:15]1[CH:35]=[CH:34][C:18]([CH2:19][N:20]2[C:28]3[C:23](=[CH:24][C:25]([C:29](=[O:30])[NH:13][C@H:11]([C:7]4[CH:8]=[CH:9][CH:10]=[C:5]([CH:2]([CH3:4])[CH3:3])[CH:6]=4)[CH3:12])=[CH:26][CH:27]=3)[C:22]([CH3:32])=[C:21]2[CH3:33])=[CH:17][C:16]=1[O:36][C@@H:37]([CH3:42])[C:38]([OH:40])=[O:39] |f:0.1|. Reported procedure: The title compound was prepared following the same protocol as described in Step 5, Example 36, using the (S)-1-(3-isopropylphenyl)ethanamine hydrochloride instead of the (S)-1-(3-cyclopropylphenyl)ethanamine hydrochloride and (S)-1-(4-fluoro-3-((1-methoxy-1-oxopropan-2-yl)oxy)benzyl)-2,3-dimethyl-1H-indole-5-carboxylic acid instead of the 1-(4-(2-methoxy-2-oxoethoxy)benzyl)-2,3-dimethyl-1H-indole-5-carboxylic acid, followed by an ester hydrolysis step as outlined in Step 6, example 36. Starting materials: C(=O)(O)[O-].[Na+] (NaHCO3), BrC1=CC=C(C(=O)O)C=C1 (4-bromobenzoic acid), NC1=C(C=CC=C1)S (2-aminothiophenol), P(Cl)(Cl)Cl (phosphorus trichloride). Run in C1(=CC=CC=C1)C (toluene). The product is BrC1=CC=C(C=C1)C=1SC2=C(N1)C=CC=C2 (2-(4-bromophenyl)benzothiazole). The yield is 27.9%. As a reaction SMILES: [Br:1][C:2]1[CH:10]=[CH:9][C:5]([C:6](O)=O)=[CH:4][CH:3]=1.[NH2:11][C:12]1[CH:17]=[CH:16][CH:15]=[CH:14][C:13]=1[SH:18].P(Cl)(Cl)Cl.C([O-])(O)=O.[Na+]>C1(C)C=CC=CC=1>[Br:1][C:2]1[CH:10]=[CH:9][C:5]([C:6]2[S:18][C:13]3[CH:14]=[CH:15][CH:16]=[CH:17][C:12]=3[N:11]=2)=[CH:4][CH:3]=1 |f:3.4|. Procedure details: A solution of 15.0 g of 4-bromobenzoic acid (74 mmol) and 13.9 g of 2-aminothiophenol (110 mmol) in 250 mL of dry toluene was heated to 45° C. and 10.1 mL of phosphorus trichloride (110 mmol) was slowly added to the reaction mixture via syringe. The mixture was allowed to reflux for 4 h. The reaction mixture was cooled to room temperature, filtered and the filtrate was concentrated under reduced pressure to afford a yellow solid. The solid was slowly added to 500 mL of saturated aq. NaHCO3 and t... Reactants: CC#N, Oc1cc(Cl)c(Cl)c(Cl)c1, N#Cc1cc([N+](=O)[O-])ccc1Cl, [K+], [K+], O=C([O-])[O-], O. Yields the product N#Cc1cc([N+](=O)[O-])ccc1Oc1cc(Cl)c(Cl)c(Cl)c1. Reaction SMILES: [CH3:29][C:30]#[N:31].[Cl:13][c:14]1[cH:15][c:16]([OH:22])[cH:17][c:18]([Cl:21])[c:19]1[Cl:20].[Cl:1][c:2]1[c:3]([C:4]#[N:5])[cH:6][c:7]([N+:10](=[O:11])[O-:12])[cH:8][cH:9]1.[K+:23].[K+:24].[O-:25][C:26]([O-:27])=[O:28].[OH2:32]>>[c:2]1([O:22][c:16]2[cH:15][c:14]([Cl:13])[c:19]([Cl:20])[c:18]([Cl:21])[cH:17]2)[c:3]([C:4]#[N:5])[cH:6][c:7]([N+:10](=[O:11])[O-:12])[cH:8][cH:9]1. Starting materials: N#Cc1ccc(Oc2ccc(C=O)cn2)c(Br)c1, O=C([O-])[O-], CS(C)=O, [K+], [K+], O, OO. The product is NC(=O)c1ccc(Oc2ccc(C=O)cn2)c(Br)c1. Reaction SMILES: [Br:1][c:2]1[cH:3][c:4]([C:5]#[N:6])[cH:7][cH:8][c:9]1[O:10][c:11]1[n:12][cH:13][c:14]([CH:17]=[O:18])[cH:15][cH:16]1.[C:19]([O-:20])(=[O:21])[O-:22].[CH3:28][S:29]([CH3:30])=[O:31].[K+:23].[K+:24].[OH2:27].[OH:25][OH:26]>>[Br:1][c:2]1[cH:3][c:4]([C:5]([NH2:6])=[O:20])[cH:7][cH:8][c:9]1[O:10][c:11]1[n:12][cH:13][c:14]([CH:17]=[O:18])[cH:15][cH:16]1. Reactants: BrC1=C(C=CC2=CC=CC=C12)CN1C(=NC=2C1=NC(=CC2)C#N)C (3-(1-bromonaphthalen-2-yl)methyl-2-methyl-3H-imidazo[4,5-b]pyridine-5-carbonitrile), BrC1=C(C=CC2=CC=CC=C12)CN1C(=NC2=NC(=CC=C21)C#N)C (1-(1-bromo-naphthalen-2-yl)methyl-2-methyl-1H-imidazo[4,5-b]pyridine-5-carbonitrile). The product is CC=1NC=2C(=NC(=CC2)C#N)N1 (2-methyl-1H-imidazo[4,5-b]pyridine-5-carbonitrile). Yield: 343.2%. As a reaction SMILES: BrC1C2C(=CC=CC=2)C=CC=1C[N:13]1[C:17]2=[N:18][C:19]([C:22]#[N:23])=[CH:20][CH:21]=[C:16]2[N:15]=[C:14]1[CH3:24].BrC1C2C(=CC=CC=2)C=CC=1CN1C2C(=NC(C#N)=CC=2)N=C1C>>[CH3:24][C:14]1[NH:15][C:16]2[C:17]([N:13]=1)=[N:18][C:19]([C:22]#[N:23])=[CH:20][CH:21]=2. Reported procedure: In the same manner as in the following Preparation Example 14-2, 3-(1-bromonaphthalen-2-yl)methyl-2-methyl-3H-imidazo[4,5-b]pyridine-5-carbonitrile (139 mg) and 1-(1-bromo-naphthalen-2-yl)methyl-2-methyl-1H-imidazo[4,5-b]pyridine-5-carbonitrile (96 mg) were respectively obtained as pale-brown crystals and pale-brown amorphous from 2-methyl-1H-imidazo[4,5-b]pyridine-5-carbonitrile (200 mg). Starting materials: CC(C)(C)OC(=O)NCCCCC(NC(=O)NC(CC1CCCCC1)C(=O)O)C(=O)OC(C)(C)C, CCN=C=NCCCN(C)C, CN1CCOCC1, ClCCl, Cl, NCc1ccc(F)cc1F, CN(C)C=O, On1nnc2ccccc21. Yields the product CC(C)(C)OC(=O)NCCCCC(NC(=O)NC(CC1CCCCC1)C(=O)NCc1ccc(F)cc1F)C(=O)OC(C)(C)C. RXN SMILES: [C:30]([CH3:31])([CH3:32])([CH3:33])[O:34][C:35]([CH:36]([CH2:37][CH2:38][CH2:39][CH2:40][NH:41][C:42](=[O:43])[O:44][C:45]([CH3:46])([CH3:47])[CH3:48])[NH:49][C:50](=[O:51])[NH:52][CH:53]([CH2:54][CH:55]1[CH2:56][CH2:57][CH2:58][CH2:59][CH2:60]1)[C:61](=[O:62])[OH:63])=[O:64].[CH3:19][N:20]([CH3:21])[CH2:22][CH2:23][CH2:24][N:25]=[C:26]=[N:27][CH2:28][CH3:29].[CH3:1][N:2]1[CH2:3][CH2:4][O:5][CH2:6][CH2:7]1.[Cl:75][CH2:76][Cl:77].[ClH:18].[F:65][c:66]1[c:67]([CH2:68][NH2:69])[cH:70][cH:71][c:72]([F:74])[cH:73]1.[O:78]=[CH:79][N:80]([CH3:81])[CH3:82].[OH:8][n:9]1[c:10]2[cH:11][cH:12][cH:13][cH:14][c:15]2[n:16][n:17]1>>[C:30]([CH3:31])([CH3:32])([CH3:33])[O:34][C:35]([CH:36]([CH2:37][CH2:38][CH2:39][CH2:40][NH:41][C:42](=[O:43])[O:44][C:45]([CH3:46])([CH3:47])[CH3:48])[NH:49][C:50](=[O:51])[NH:52][CH:53]([CH2:54][CH:55]1[CH2:56][CH2:57][CH2:58][CH2:59][CH2:60]1)[C:61](=[O:62])[NH:69][CH2:68][c:67]1[c:66]([F:65])[cH:73][c:72]([F:74])[cH:71][cH:70]1)=[O:64].